This data is from the Open Reaction Database (ORD), a public repository of structured organic reaction records. The task is: describe an organic reaction: reactants, conditions, products, and yield Reactants: BrC=1C=C2C=CC(=CC2=CC1)O (6-bromo2-naphthol), ClCCCCCCO (6-chloro-1-hexanol), C([O-])([O-])=O.[K+].[K+] (potassium carbonate), [I-].[K+] (potassium iodide), Cl (HCl). The solvent is CN(C=O)C (dimethylformamide). Reaction conditions: temperature 100 celsius. Product: BrC=1C=C2C=CC(=CC2=CC1)OCCCCCCO (6-(6bromo-naphthalen-2-yloxy)hexan-1-ol). Isolated yield 76.7%. As a reaction SMILES: [Br:1][C:2]1[CH:3]=[C:4]2[C:9](=[CH:10][CH:11]=1)[CH:8]=[C:7]([OH:12])[CH:6]=[CH:5]2.Cl[CH2:14][CH2:15][CH2:16][CH2:17][CH2:18][CH2:19][OH:20].C(=O)([O-])[O-].[K+].[K+].[I-].[K+].Cl>CN(C)C=O>[Br:1][C:2]1[CH:3]=[C:4]2[C:9](=[CH:10][CH:11]=1)[CH:8]=[C:7]([O:12][CH2:14][CH2:15][CH2:16][CH2:17][CH2:18][CH2:19][OH:20])[CH:6]=[CH:5]2 |f:2.3.4,5.6|. Procedure: A mixture of 6-bromo2-naphthol (22.30 g), 6-chloro-1-hexanol (20.50 g), potassium carbonate (20.50 g) and potassium iodide (1.50 g) in dimethylformamide (DMF, 100 ml) was heated at 100° C for 4 h. The mixture was then cooled and poured into 150 ml of HCl (3N) and extracted with ether (3×200 ml). The combined ether extracts were washed with saturated NaCl solution (200 ml), dried over magnesium sulfate, evaporated to give a brownish oil and filtered through a silica gel column (150 g,) using dich... The solvent is FC(C(=O)O)(F)F (trifluoroacetic acid). Procedure details: Starting from 8-(2-tert-butoxycarbonylamino-6-methylbenzyloxy)-3-formyl-2-methylimidazo[1,2-a]pyridine (5.0 g) and trifluoroacetic acid (40 ml) analogously using the process of Example C1 (Method B) gives 3.57 g (96%) of the title compound of m.p. 144-150° C. (dec.). The yield is 95.6%. Reaction SMILES: C(OC([NH:8][C:9]1[CH:28]=[CH:27][CH:26]=[C:25]([CH3:29])[C:10]=1[CH2:11][O:12][C:13]1[C:14]2[N:15]([C:19]([CH:23]=[O:24])=[C:20]([CH3:22])[N:21]=2)[CH:16]=[CH:17][CH:18]=1)=O)(C)(C)C>FC(F)(F)C(O)=O>[NH2:8][C:9]1[CH:28]=[CH:27][CH:26]=[C:25]([CH3:29])[C:10]=1[CH2:11][O:12][C:13]1[C:14]2[N:15]([C:19]([CH:23]=[O:24])=[C:20]([CH3:22])[N:21]=2)[CH:16]=[CH:17][CH:18]=1. The product is NC1=C(COC=2C=3N(C=CC2)C(=C(N3)C)C=O)C(=CC=C1)C (8-(2-Amino-6-methylbenzyloxy)-3-formyl-2-methylimidazo[1,2-a]pyridine). The reactants are C(C)(C)(C)OC(=O)NC1=C(COC=2C=3N(C=CC2)C(=C(N3)C)C=O)C(=CC=C1)C (8-(2-tert-butoxycarbonylamino-6-methylbenzyloxy)-3-formyl-2-methylimidazo[1,2-a]pyridine).